From a dataset of the Open Reaction Database (ORD), a public repository of structured organic reaction records. describe an organic reaction: reactants, conditions, products, and yield Reactants: NC(C#N)(C)C (2-Amino-2-methylpropanenitrile), CN1CCOCC1 (N-methyl morpholine), O1N=NC(=C1)C(=O)Cl (oxadiazole carbonyl chloride). Run in ClCCl (dichloromethane), ClCCl (dichloromethane). Product: C(#N)C(C)(C)NC(=O)C=1OC(=NN1)C (N-(2-cyanopropan-2-yl)-5-methyl-1,3,4-oxadiazole-2-carboxamide). Reaction SMILES: [NH2:1][C:2]([CH3:6])([CH3:5])[C:3]#[N:4].CN1CC[O:11][CH2:10][CH2:9]1.O1C=[C:17]([C:19](Cl)=[O:20])[N:16]=[N:15]1>ClCCl>[C:3]([C:2]([NH:1][C:19]([C:17]1[O:11][C:10]([CH3:9])=[N:15][N:16]=1)=[O:20])([CH3:6])[CH3:5])#[N:4]. Procedure: 2-Amino-2-methylpropanenitrile (90 gms) was suspended in dichloromethane (90 ml) and N-methyl morpholine (1.10 moles) was added with stirring. A mixture of oxadiazole carbonyl chloride (90 gms) in dichloromethane (100 ml) was added drop wise to the suspension at 0 to 5° C. The reaction mixture was stirred and monitored by thin layer chromatography (TLC). The reaction mass was concentrated under reduced pressure after completion of reaction. The product separated out on addition of isopropyl alco...